This data is from the Open Reaction Database (ORD), a public repository of structured organic reaction records. The task is: describe an organic reaction: reactants, conditions, products, and yield Reactants: O=C(O)c1cc(Br)ccc1Cl, CCOC(=O)Cc1cccc(N)c1. Product: CCOC(=O)Cc1cccc(NC(=O)c2cc(Br)ccc2Cl)c1. As a reaction SMILES: [Br:1][c:2]1[cH:3][cH:4][c:5]([Cl:11])[c:6]([C:7](=[O:8])[OH:9])[cH:10]1.[CH2:12]([CH3:13])[O:14][C:15]([CH2:16][c:17]1[cH:18][c:19]([NH2:23])[cH:20][cH:21][cH:22]1)=[O:24]>>[Br:1][c:2]1[cH:3][cH:4][c:5]([Cl:11])[c:6]([C:7](=[O:9])[NH:23][c:19]2[cH:18][c:17]([CH2:16][C:15]([O:14][CH2:12][CH3:13])=[O:24])[cH:22][cH:21][cH:20]2)[cH:10]1. Starting materials: ClCCl, O, O=c1cccnn1-c1ccc2nc(C3CC(O)C3)sc2c1. Yields the product O=C1CC(c2nc3ccc(-n4ncccc4=O)cc3s2)C1. As a reaction SMILES: [Cl:22][CH2:23][Cl:24].[OH2:25].[OH:1][CH:2]1[CH2:3][CH:4]([c:6]2[s:7][c:8]3[c:9]([n:10]2)[cH:11][cH:12][c:13](-[n:15]2[n:16][cH:17][cH:18][cH:19][c:20]2=[O:21])[cH:14]3)[CH2:5]1>>[O:1]=[C:2]1[CH2:3][CH:4]([c:6]2[s:7][c:8]3[c:9]([n:10]2)[cH:11][cH:12][c:13](-[n:15]2[n:16][cH:17][cH:18][cH:19][c:20]2=[O:21])[cH:14]3)[CH2:5]1. Reactants: C1C2CC3CC1CC(C2)C3, CC(=O)O, O=S=O, O, O=C1c2ccccc2C(=O)N1O. Yields the product O=C1C2CC3CC(C2)CC1C3. As a reaction SMILES: [CH2:1]1[CH:2]2[CH2:3][CH:4]3[CH2:5][CH:6]1[CH2:7][CH:8]([CH2:9]2)[CH2:10]3.[CH3:27][C:28](=[O:29])[OH:30].[O:23]=[S:24]=[O:25].[O:26].[OH:11][N:12]1[C:13](=[O:14])[c:15]2[cH:16][cH:17][cH:18][cH:19][c:20]2[C:21]1=[O:22]>>[C:1]1(=[O:11])[CH:2]2[CH2:3][CH:4]3[CH2:5][CH:6]1[CH2:7][CH:8]([CH2:9]2)[CH2:10]3. The reactants are C(C)(C)(C)OC(=O)CC[C@@H](C(=O)N[C@H](C(=O)OC(C)(C)C)CCC(=O)OCC[Si](C)(C)C)NC(=O)OCC1=CC=CC=C1 (tert-butyl (S,S)-3,3-dimethyl-3-silabutyl 2-(4-((tert-butyl)oxycarbonyl)-2-((phenylmethoxy)carbonylamino)butanoylamino)pentane-1,5-dioate). The reagents and catalysts are [Pd] (palladium on carbon). Solvent: CC(C)O (2-propanol). Conditions: time 1 hour. Yields the product N[C@H](C(=O)N[C@H](C(=O)OC(C)(C)C)CCC(=O)OCC[Si](C)(C)C)CCC(=O)OC(C)(C)C (tert-butyl (S,S)-3,3-dimethyl-3-silabutyl 2-(2-amino-4-((tert-butyl)oxycarbonyl)butanoylamino)pentane-1,5-dioate). Yield: 93.9%. As a reaction SMILES: [C:1]([O:5][C:6]([CH2:8][CH2:9][C@H:10]([NH:33]C(OCC1C=CC=CC=1)=O)[C:11]([NH:13][C@@H:14]([CH2:22][CH2:23][C:24]([O:26][CH2:27][CH2:28][Si:29]([CH3:32])([CH3:31])[CH3:30])=[O:25])[C:15]([O:17][C:18]([CH3:21])([CH3:20])[CH3:19])=[O:16])=[O:12])=[O:7])([CH3:4])([CH3:3])[CH3:2]>CC(O)C.[Pd]>[NH2:33][C@@H:10]([CH2:9][CH2:8][C:6]([O:5][C:1]([CH3:4])([CH3:3])[CH3:2])=[O:7])[C:11]([NH:13][C@@H:14]([CH2:22][CH2:23][C:24]([O:26][CH2:27][CH2:28][Si:29]([CH3:30])([CH3:32])[CH3:31])=[O:25])[C:15]([O:17][C:18]([CH3:21])([CH3:20])[CH3:19])=[O:16])=[O:12]. Procedure details: The product of step 7G (1.09 g) was dissolved in 2-propanol (75 mL) with 10% palladium on carbon (300 mg) and hydrogenated on a Parr shaker at 45 psi for one hour. The reaction mixture was filtered on a bed of Celite, washed with 2-propanol, and concentrated to yield the product (803 mg, 94%) as a clear oil. LRMS (ES): 489.5 [M+H]+, 977.7 [2M+H]+. 1HNMR (600.1343 MHz, CDCl3): 7.78 (m, 1H), 4.53 (m, 1H), 4.22 (m, 2H), 3.53 (m, 1H), 1.80–2.41 (m, 10H), 1.43 (s, 18H), 1.01 (m, 2H), 0.02 (s, 9H).